From a dataset of the Open Reaction Database (ORD), a public repository of structured organic reaction records. describe an organic reaction: reactants, conditions, products, and yield Yields the product FC=1C=C(C=CC1OC)[C@@H](NC(=O)C=1C=C2C=C(N=CC2=CC1)NC1COCC1)C1=NN(C=C1)C (N—((R)-(3-Fluoro-4-methoxyphenyl)(1-methyl-1H-pyrazol-3-yl)methyl)-3-(tetrahydrofuran-3-ylamino)isoquinoline-6-carboxamide). Reactants: N[C@H](CO)C ((S)-2-aminopropan-1-ol), Cl.FC=1C=C(C=CC1OC)[C@H](N)C1=NN(C=C1)C ((S)-(3-Fluoro-4-methoxyphenyl)(1-methyl-1H-pyrazol-3-yl)methanamine hydrochloride), NC1COCC1 (3-amino-tetrahydrofuran), Cl.FC=1C=C(C=CC1OC)[C@H](N)C=1C=NN(C1)C ((S)-(3-Fluoro-4-methoxyphenyl)(1-methyl-1H-pyrazol-4-yl)methanamine hydrochloride). Reaction SMILES: N[C@@H:2]([CH3:5])[CH2:3][OH:4].[NH2:6][CH:7]1[CH2:11][CH2:10][O:9][CH2:8]1.Cl.FC1C=[C:16]([C@@H:22]([C:24]2C=N[N:27]([CH3:29])[CH:28]=2)N)[CH:17]=[CH:18]C=1OC.Cl.[F:31][C:32]1[CH:33]=[C:34]([C@@H:40]([C:42]2[CH:46]=[CH:45][N:44]([CH3:47])[N:43]=2)[NH2:41])[CH:35]=[CH:36][C:37]=1[O:38][CH3:39]>>[F:31][C:32]1[CH:33]=[C:34]([C@H:40]([C:42]2[CH:46]=[CH:45][N:44]([CH3:47])[N:43]=2)[NH:41][C:3]([C:2]2[CH:5]=[C:22]3[C:16](=[CH:17][CH:18]=2)[CH:29]=[N:27][C:28]([NH:6][CH:7]2[CH2:11][CH2:10][O:9][CH2:8]2)=[CH:24]3)=[O:4])[CH:35]=[CH:36][C:37]=1[O:38][CH3:39] |f:2.3,4.5|. Procedure details: N—((R)-(3-Fluoro-4-methoxyphenyl)(1-methyl-1H-pyrazol-3-yl)methyl)-3-(tetrahydrofuran-3-ylamino)isoquinoline-6-carboxamide (II-27) was prepared analogously except in step 2, (S)-2-aminopropan-1-ol was replaced with 3-amino-tetrahydrofuran and in step 5, 50c was replaced with (R)-(3-fluoro-4-methoxyphenyl)(1-methyl-1H-pyrazol-3-yl)methanamine hydrochloride (50d). 1H NMR (500 MHz, DMSO-d6) δ 9.26 (d, J=9 Hz, 1H), 8.92 (s, 1H), 8.45 (s, 0.4H), 8.28 (s, 1H), 7.86 (d, J=8.5 Hz, 1H), 7.62 (d, J=2 Hz, ...